Task: describe an organic reaction: reactants, conditions, products, and yield. Dataset: the Open Reaction Database (ORD), a public repository of structured organic reaction records Reported procedure: To a mixture of compound 116g (1.02 g, 4 mmol, 1.0 eq) in DCM (20 mL) was added DMP (3.4 g, 8 mmol, 2.0 eq) slowly at 0° C., then the mixture was stirred at room temperature for 16 h. The reaction mixture was quenched with water, the solid was filtered off, the filtrate was diluted with DCM (100 mL), washed with NaHCO3 (100 mL) three times and brine (100 mL). The organic layer was dried over Na2SO4 and concentrated. The residue was purified by silica gel (EA/PE=1:4) to give 8-benzyl-6,6-difluoro... The reactants are C(C1=CC=CC=C1)N1C2CC(CC1C(C2)(F)F)O (8-benzyl-6,6-difluoro-8-azabicyclo[3.2.1]octan-3-ol). Reaction conditions: time 16 hour. Reaction SMILES: [CH2:1]([N:8]1[CH:13]2[C:14]([F:17])([F:16])[CH2:15][CH:9]1[CH2:10][CH:11]([OH:18])[CH2:12]2)[C:2]1[CH:7]=[CH:6][CH:5]=[CH:4][CH:3]=1>C(Cl)Cl>[CH2:1]([N:8]1[CH:13]2[C:14]([F:17])([F:16])[CH2:15][CH:9]1[CH2:10][C:11](=[O:18])[CH2:12]2)[C:2]1[CH:3]=[CH:4][CH:5]=[CH:6][CH:7]=1. Run in C(Cl)Cl (DCM). Product: C(C1=CC=CC=C1)N1C2CC(CC1C(C2)(F)F)=O (8-benzyl-6,6-difluoro-8-azabicyclo[3.2.1]octan-3-one). The reactants are ClC=1C=C(C=CC1Cl)C=1N=C(NC1C1=CC=C(C=C1)OC)/C=C(/C(=O)O)\C=1C=C(C=CC1)C ((E)-3-[4-(3,4-Dichloro-phenyl)-5-(4-methoxy-phenyl)-1H-imidazol-2-yl]-2-m-tolyl-acrylic acid), p-toluenesulfonylhydrazide, CC(=O)[O-].[Na+] (NaOAc). Run in CCO (EtOH). Yields the product ClC=1C=C(C=CC1Cl)C=1N=C(NC1C1=CC=C(C=C1)OC)CC(C(=O)O)C=1C=C(C=CC1)C (3-[4-(3,4-Dichloro-phenyl)-5-(4-methoxy-phenyl)-1H-imidazol-2-yl]-2-m-tolyl-propionic acid). Isolated yield 24.7%. RXN SMILES: [Cl:1][C:2]1[CH:3]=[C:4]([C:9]2[N:10]=[C:11](/[CH:22]=[C:23](\[C:27]3[CH:28]=[C:29]([CH3:33])[CH:30]=[CH:31][CH:32]=3)/[C:24]([OH:26])=[O:25])[NH:12][C:13]=2[C:14]2[CH:19]=[CH:18][C:17]([O:20][CH3:21])=[CH:16][CH:15]=2)[CH:5]=[CH:6][C:7]=1[Cl:8].CC([O-])=O.[Na+]>CCO>[Cl:1][C:2]1[CH:3]=[C:4]([C:9]2[N:10]=[C:11]([CH2:22][CH:23]([C:27]3[CH:28]=[C:29]([CH3:33])[CH:30]=[CH:31][CH:32]=3)[C:24]([OH:26])=[O:25])[NH:12][C:13]=2[C:14]2[CH:19]=[CH:18][C:17]([O:20][CH3:21])=[CH:16][CH:15]=2)[CH:5]=[CH:6][C:7]=1[Cl:8] |f:1.2|. Reported procedure: A stirred solution of (E)-3-[4-(3,4-dichloro-phenyl)-5-(4-methoxy-phenyl)-1H-imidazol-2-yl]-2-m-tolyl-acrylic acid (Example 17; 50 mg, 0.084 mmol), p-toluenesulfonylhydrazide (0.24 g, 1.26 mmol) and NaOAc (0.10 g, 1.26 mmol) in EtOH (1.0 mL) was heated to 85° C. for 16 h. The reaction mixture was cooled and then purified directly by reversed-chromatography (Method B) to afford the title compound (10 mg, 20%). HPLC: Rt=1.19 (Method D). MS (ESI): mass calculated for C26H22Cl2N2O3, 480.10; m/z foun... The reactants are Clc1cccc(Cl)n1, [H-], [Na+], CN(C)C=O, c1ccc(-c2cc[nH]c2)nc1. The product is Clc1cccc(-n2ccc(-c3ccccn3)c2)n1. Reaction SMILES: [Cl:14][c:15]1[n:16][c:17]([Cl:21])[cH:18][cH:19][cH:20]1.[H-:13].[Na+:12].[O:22]=[CH:23][N:24]([CH3:25])[CH3:26].[nH:1]1[cH:2][c:3](-[c:6]2[n:7][cH:8][cH:9][cH:10][cH:11]2)[cH:4][cH:5]1>>[n:1]1(-[c:17]2[n:16][c:15]([Cl:14])[cH:20][cH:19][cH:18]2)[cH:2][c:3](-[c:6]2[n:7][cH:8][cH:9][cH:10][cH:11]2)[cH:4][cH:5]1. Conditions: temperature 100 celsius, time 3.5 hour. Starting materials: C(OCC)(OCC)OCC (triethyl ortho-formate), NC=1C(=NC2=CC=CC=C2C1NCCCNC(=O)OCC1=CC=CC=C1)Cl (3-amino-4-[3-(benzyloxycarbonylamino)propylamino]-2-chloroquinoline). As a reaction SMILES: [CH:1](OCC)(OCC)OCC.[NH2:11][C:12]1[C:13]([Cl:37])=[N:14][C:15]2[C:20]([C:21]=1[NH:22][CH2:23][CH2:24][CH2:25][NH:26][C:27]([O:29][CH2:30][C:31]1[CH:36]=[CH:35][CH:34]=[CH:33][CH:32]=1)=[O:28])=[CH:19][CH:18]=[CH:17][CH:16]=2>>[CH2:30]([O:29][C:27]([NH:26][CH2:25][CH2:24][CH2:23][N:22]1[C:21]2[C:20]3[CH:19]=[CH:18][CH:17]=[CH:16][C:15]=3[N:14]=[C:13]([Cl:37])[C:12]=2[N:11]=[CH:1]1)=[O:28])[C:31]1[CH:36]=[CH:35][CH:34]=[CH:33][CH:32]=1. Procedure: 0.52 ml (3.12 mmol) of triethyl ortho-formate was added to 0.12 g (0.312 mmol) of of 3-amino-4-[3-(benzyloxycarbonylamino)propylamino]-2-chloroquinoline. The mixture was heated at 100° C. and stirred for 3.5 hours. The reaction mixture was concentrated under reduced pressure to obtain 0.12 g (0.304 mmol) of 1-[3-(benzyloxycarbonylamino)propyl]-4-chloro-1H-imidazo[4,5-c]-quinoline (shown below) as a pale yellow solid. The product is C(C1=CC=CC=C1)OC(=O)NCCCN1C=NC=2C(=NC=3C=CC=CC3C21)Cl (1-[3-(benzyloxycarbonylamino)propyl]-4-chloro-1H-imidazo[4,5-c]-quinoline). Starting materials: C=C[Sn](CCCC)(CCCC)CCCC, C1COCCO1, CC(O)c1ccc2cnc(Cl)cc2c1, Cl[Pd]Cl, c1ccc(P(c2ccccc2)c2ccccc2)cc1, c1ccc(P(c2ccccc2)c2ccccc2)cc1. Product: C=Cc1cc2cc(C(C)O)ccc2cn1. RXN SMILES: [CH2:15]([CH2:16][CH2:28][CH3:29])[Sn:17]([CH2:18][CH2:19][CH2:20][CH3:21])([CH2:22][CH2:23][CH2:24][CH3:25])[CH:26]=[CH2:27].[CH2:71]1[O:72][CH2:73][CH2:74][O:75][CH2:76]1.[Cl:1][c:2]1[n:3][cH:4][c:5]2[cH:6][cH:7][c:8]([CH:12]([CH3:13])[OH:14])[cH:9][c:10]2[cH:11]1.[Pd:30]([Cl:31])[Cl:32].[c:33]1([P:34]([c:35]2[cH:36][cH:37][cH:38][cH:39][cH:40]2)[c:41]2[cH:42][cH:43][cH:44][cH:45][cH:46]2)[cH:47][cH:48][cH:49][cH:50][cH:51]1.[c:52]1([P:53]([c:54]2[cH:55][cH:56][cH:57][cH:58][cH:59]2)[c:60]2[cH:61][cH:62][cH:63][cH:64][cH:65]2)[cH:66][cH:67][cH:68][cH:69][cH:70]1>>[c:2]1([CH:15]=[CH2:16])[n:3][cH:4][c:5]2[cH:6][cH:7][c:8]([CH:12]([CH3:13])[OH:14])[cH:9][c:10]2[cH:11]1.